From a dataset of the Open Reaction Database (ORD), a public repository of structured organic reaction records. describe an organic reaction: reactants, conditions, products, and yield Starting materials: [Cl-].[NH4+] (ammonium chloride), Br[C@H]1CO[C@@H]2[C@@H]1OC[C@@H]2C2=C(C=CC(=C2)C)S(=O)(=O)[O-] ((3S,3aS,6S,6aS)-6-bromohexahydrofuro[3,2-b]furan-3-yl4-methylbenzenesulfonate), CO (methanol), N (ammonia). The reagents and catalysts are [Zn] (Zinc). The solvent is CC(C)O (propan-2-ol), O (water), CC(C)O (propan-2-ol). Run at temperature 75 celsius, time 16 hour. Yields the product NC[C@@H](O)[C@H]1OCC=C1 ((R)-2-amino-1-((S)-2,5-dihydrofuran-2-yl)ethanol). RXN SMILES: [Cl-].[NH4+:2].Br[C@@H:4]1[C@H:8]2OC[C@H:11]([C:12]3C=C(C)C=CC=3S([O-])(=O)=O)[C@@H:7]2[O:6][CH2:5]1.N.C[OH:25]>O.CC(O)C.[Zn]>[NH2:2][CH2:12][C@H:11]([C@@H:7]1[CH:8]=[CH:4][CH2:5][O:6]1)[OH:25] |f:0.1|. Procedure details: A solution of ammonium chloride (600 mg, 11.2 mmol) in water (7.5 mL) was added to a solution of bromotosylate (47) (3.0 g, 8.26 mmol) in propan-2-ol (15 mL) under argon. Zinc dust (600 mg, 9.2 mmol) was then added in portions over 4 minutes and the mixture was stirred for 16 hours before filtering the suspension through celite in vacuo. The filter cake was washed with diethyl ether (60 mL). Hydrochloric acid (1M, 60 mL) was added to the filtrate then the organic phase separated. The aqueous lay... Product: Nc1ccc(C(CC2CCCC2)C(=O)Nc2ccccn2)cc1. Reaction SMILES: [CH3:28][CH2:29][O:30][C:31](=[O:32])[CH3:33].[CH3:34][OH:35].[CH:1]1([CH2:6][CH:7]([C:8](=[O:9])[NH:10][c:11]2[n:12][cH:13][cH:14][cH:15][cH:16]2)[c:17]2[cH:18][cH:19][c:20]([N+:23]([O-:24])=[O:25])[cH:21][cH:22]2)[CH2:2][CH2:3][CH2:4][CH2:5]1.[H:26][H:27]>>[CH:1]1([CH2:6][CH:7]([C:8](=[O:9])[NH:10][c:11]2[n:12][cH:13][cH:14][cH:15][cH:16]2)[c:17]2[cH:18][cH:19][c:20]([NH2:23])[cH:21][cH:22]2)[CH2:2][CH2:3][CH2:4][CH2:5]1. Starting materials: CCOC(C)=O, CO, O=C(Nc1ccccn1)C(CC1CCCC1)c1ccc([N+](=O)[O-])cc1, [H][H]. Starting materials: C(C1=CC=CC=C1)(C1=CC=CC=C1)N1CC(C1)O (1-benzhydryl-3-azetidinol), FC(C1=C(C(C2=CC=CC=C2)O)C=CC(=C1)Cl)(F)F (2-(trifluoromethyl)-4-chlorobenzhydrol), C(C1=CC=CC=C1)(C1=CC=CC=C1)N1CC(C1)OC(C1=C(C=C(C=C1)Cl)Cl)C1=CC=C(C=C1)Cl (1-benzhydryl-3-(2,4,4′-trichlorobenzhydryloxy)azetidine). Yields the product C(C1=CC=CC=C1)(C1=CC=CC=C1)N1CC(C1)OC(C1=C(C=CC=C1)C(F)(F)F)C1=CC=C(C=C1)Cl (1-benzhydryl-3-[2-(trifluoromethyl)-4′-chlorobenzhydryloxy]azetidine). Reaction SMILES: [CH:1]([N:14]1[CH2:17][CH:16]([OH:18])[CH2:15]1)([C:8]1[CH:13]=[CH:12][CH:11]=[CH:10][CH:9]=1)[C:2]1[CH:7]=[CH:6][CH:5]=[CH:4][CH:3]=1.[F:19][C:20]([F:37])([F:36])[C:21]1[CH:34]=[C:33](Cl)[CH:32]=[CH:31][C:22]=1[CH:23](O)[C:24]1[CH:29]=[CH:28][CH:27]=[CH:26][CH:25]=1.C(N1CC(OC(C2C=CC(Cl)=CC=2)C2C=CC([Cl:63])=CC=2Cl)C1)(C1C=CC=CC=1)C1C=CC=CC=1>>[CH:1]([N:14]1[CH2:17][CH:16]([O:18][CH:23]([C:24]2[CH:29]=[CH:28][C:27]([Cl:63])=[CH:26][CH:25]=2)[C:22]2[CH:31]=[CH:32][CH:33]=[CH:34][C:21]=2[C:20]([F:37])([F:36])[F:19])[CH2:15]1)([C:8]1[CH:13]=[CH:12][CH:11]=[CH:10][CH:9]=1)[C:2]1[CH:3]=[CH:4][CH:5]=[CH:6][CH:7]=1. Procedure details: This material was prepared from 1-benzhydryl-3-azetidinol (1) (40.1 mmol) and 2-(trifluoromethyl)-4-chlorobenzhydrol (96) (80.2 mmol) using the procedure described for compound (3) (13.5 g, 66%). Reactants: CCC(=O)CBr, O=C([O-])[O-], CCC1(CC)CCC(c2cc(N3CCOCC3)ccc2N2CCNCC2)CC1, CN(C)C=O, CCOC(C)=O, [K+], [K+], O. Product: CCC(=O)CN1CCN(c2ccc(N3CCOCC3)cc2C2CCC(CC)(CC)CC2)CC1. As a reaction SMILES: [Br:35][CH2:36][C:37]([CH2:38][CH3:39])=[O:40].[C:29](=[O:30])([O-:31])[O-:32].[CH2:1]([CH3:2])[C:3]1([CH2:27][CH3:28])[CH2:4][CH2:5][CH:6]([c:9]2[cH:10][c:11]([N:21]3[CH2:22][CH2:23][O:24][CH2:25][CH2:26]3)[cH:12][cH:13][c:14]2[N:15]2[CH2:16][CH2:17][NH:18][CH2:19][CH2:20]2)[CH2:7][CH2:8]1.[CH3:42][N:43]([CH3:44])[CH:45]=[O:46].[CH3:47][CH2:48][O:49][C:50](=[O:51])[CH3:52].[K+:33].[K+:34].[OH2:41]>>[CH2:1]([CH3:2])[C:3]1([CH2:27][CH3:28])[CH2:4][CH2:5][CH:6]([c:9]2[cH:10][c:11]([N:21]3[CH2:22][CH2:23][O:24][CH2:25][CH2:26]3)[cH:12][cH:13][c:14]2[N:15]2[CH2:16][CH2:17][N:18]([CH2:36][C:37]([CH2:38][CH3:39])=[O:40])[CH2:19][CH2:20]2)[CH2:7][CH2:8]1. The product is NC1=C2C(=NC=N1)N(N=C2C2=CC=C(C=C2)NC(C2=CC(=CC=C2)C(F)(F)F)=O)[C@H]2COCC2 (N-(4-(4-amino-1-((R)-tetrahydrofuran-3-yl)-1H-pyrazolo[3,4-d]pyrimidin-3-yl)phenyl)-3-(trifluoromethyl)benzamide). Conditions: time 12 hour. The solvent is C(Cl)Cl (CH2Cl2), C(Cl)Cl (CH2Cl2). The reactants are NC1=CC=C(C=C1)C1=NN(C2=NC=NC(=C21)N)[C@H]2COCC2 (3-(4-aminophenyl)-1-((R)-tetrahydrofuran-3-yl)-1H-pyrazolo[3,4-d]pyrimidin-4-amine), FC(C=1C=C(C(=O)Cl)C=CC1)(F)F (3-(trifluoromethyl)benzoyl chloride). RXN SMILES: [NH2:1][C:2]1[CH:7]=[CH:6][C:5]([C:8]2[C:16]3[C:11](=[N:12][CH:13]=[N:14][C:15]=3[NH2:17])[N:10]([C@@H:18]3[CH2:22][CH2:21][O:20][CH2:19]3)[N:9]=2)=[CH:4][CH:3]=1.[F:23][C:24]([F:35])([F:34])[C:25]1[CH:26]=[C:27]([CH:31]=[CH:32][CH:33]=1)[C:28](Cl)=[O:29]>C(Cl)Cl>[NH2:17][C:15]1[N:14]=[CH:13][N:12]=[C:11]2[N:10]([C@@H:18]3[CH2:22][CH2:21][O:20][CH2:19]3)[N:9]=[C:8]([C:5]3[CH:6]=[CH:7][C:2]([NH:1][C:28](=[O:29])[C:27]4[CH:31]=[CH:32][CH:33]=[C:25]([C:24]([F:23])([F:34])[F:35])[CH:26]=4)=[CH:3][CH:4]=3)[C:16]=12. Reported procedure: A solution of 3-(4-aminophenyl)-1-((R)-tetrahydrofuran-3-yl)-1H-pyrazolo[3,4-d]pyrimidin-4-amine (0.075 g, 0.25 mmol) in CH2Cl2 (10 mL) was cooled in an ice-water bath. To this, 3-(trifluoromethyl)benzoyl chloride (0.035 mL, 0.25 mmol) diluted in CH2Cl2 (5 mL) was added dropwise. The reaction was allowed to warm to room temperature and left stirring for 12 hours. The reaction proceeded until completion as judged by TLC and LC-MS, was concentrated in vacuo, resuspended in 50:50 H2O—CH3CN, and pur... RXN SMILES: [CH3:16][NH:17][CH3:18].[Cl-:25].[Cl-:26].[Cl-:27].[Cl-:28].[Cl:1][c:2]1[cH:3][cH:4][c:5]2[c:6]([cH:15]1)[C:7]([OH:14])=[CH:8][CH2:9][CH2:10][S:11]2(=[O:12])=[O:13].[Ti+4:29].[cH:19]1[cH:20][cH:21][cH:22][cH:23][cH:24]1>>[Cl:1][c:2]1[cH:3][cH:4][c:5]2[c:6]([cH:15]1)[C:7]([N:17]([CH3:16])[CH3:18])=[CH:8][CH2:9][CH2:10][S:11]2(=[O:12])=[O:13]. Reactants: CNC, [Cl-], [Cl-], [Cl-], [Cl-], O=S1(=O)CCC=C(O)c2cc(Cl)ccc21, [Ti+4], c1ccccc1. Yields the product CN(C)C1=CCCS(=O)(=O)c2ccc(Cl)cc21. RXN SMILES: [CH3:26][N:27]([CH2:28][CH2:29][CH2:30][NH2:31])[c:32]1[cH:33][cH:34][cH:35][cH:36][cH:37]1.[O:1]([c:2]1[cH:3][cH:4][cH:5][cH:6][cH:7]1)[CH2:8][CH2:9][S:10][CH2:11][c:12]1[n:13][n:14][c:15](-[c:17]2[cH:18][cH:19][c:20]([C:21](=[O:22])[OH:23])[cH:24][cH:25]2)[o:16]1>>[O:1]([c:2]1[cH:3][cH:4][cH:5][cH:6][cH:7]1)[CH2:8][CH2:9][S:10][CH2:11][c:12]1[n:13][n:14][c:15](-[c:17]2[cH:18][cH:19][c:20]([C:21](=[O:23])[NH:31][CH2:30][CH2:29][CH2:28][N:27]([CH3:26])[c:32]3[cH:33][cH:34][cH:35][cH:36][cH:37]3)[cH:24][cH:25]2)[o:16]1. Yields the product CN(CCCNC(=O)c1ccc(-c2nnc(CSCCOc3ccccc3)o2)cc1)c1ccccc1. The reactants are CN(CCCN)c1ccccc1, O=C(O)c1ccc(-c2nnc(CSCCOc3ccccc3)o2)cc1.